From a dataset of the Open Reaction Database (ORD), a public repository of structured organic reaction records. describe an organic reaction: reactants, conditions, products, and yield Starting materials: ClC1=C(C=C(C=C1)S(=O)(=O)N1C=C(C2=CC(=CC=C12)C)C=O)[N+](=O)[O-] (1-(4-chloro-3-nitro-benzenesulfonyl)-5-methyl-1H-indole-3-carbaldehyde), [BH4-].[Na+] (NaBH4), Cl (HCl). The solvent is CO.C1CCOC1 (methanol THF). Run at time 30 minute. Product: ClC1=C(C=C(C=C1)S(=O)(=O)N1C=C(C2=CC(=CC=C12)C)CO)[N+](=O)[O-] ([1-(4-Chloro-3-nitro-benzenesulfonyl)-5-methyl-1H-indol-3-yl]-methanol). Reaction SMILES: [Cl:1][C:2]1[CH:7]=[CH:6][C:5]([S:8]([N:11]2[C:19]3[C:14](=[CH:15][C:16]([CH3:20])=[CH:17][CH:18]=3)[C:13]([CH:21]=[O:22])=[CH:12]2)(=[O:10])=[O:9])=[CH:4][C:3]=1[N+:23]([O-:25])=[O:24].[BH4-].[Na+].Cl>CO.C1COCC1>[Cl:1][C:2]1[CH:7]=[CH:6][C:5]([S:8]([N:11]2[C:19]3[C:14](=[CH:15][C:16]([CH3:20])=[CH:17][CH:18]=3)[C:13]([CH2:21][OH:22])=[CH:12]2)(=[O:9])=[O:10])=[CH:4][C:3]=1[N+:23]([O-:25])=[O:24] |f:1.2,4.5|. Reported procedure: To the solution of 1-(4-chloro-3-nitro-benzenesulfonyl)-5-methyl-1H-indole-3-carbaldehyde (284.10 mg, 0.75 mmol) in the mixture of methanol/THF (1:1, 20 mL), NaBH4(32 mg, 0.825 mmol) was added slowly at 0° C. After addition, the reaction was stirred for additional 30 min at same temperature. 1.0 ml of 1N HCl was added after reaction was completed, as determined by checking using thin layer chromatography (TLC). The resulting reaction mixture was concentrated, and the residue was diluted with wat... Yields the product COc1cc2c(Oc3cc(C)c(C)nc3-c3cccc(C)n3)ccnc2cc1OCCNCCO. Reactants: O=C([O-])[O-], CN(C)C=O, COc1cc2c(Oc3cc(C)c(C)nc3-c3cccc(C)n3)ccnc2cc1OCCCl, [K+], [K+], NCCO. RXN SMILES: [C:33](=[O:34])([O-:35])[O-:36].[CH3:43][N:44]([CH3:45])[CH:46]=[O:47].[Cl:1][CH2:2][CH2:3][O:4][c:5]1[c:6]([O:31][CH3:32])[cH:7][c:8]2[c:9]([O:15][c:16]3[c:17](-[c:24]4[n:25][c:26]([CH3:30])[cH:27][cH:28][cH:29]4)[n:18][c:19]([CH3:23])[c:20]([CH3:22])[cH:21]3)[cH:10][cH:11][n:12][c:13]2[cH:14]1.[K+:37].[K+:38].[NH2:39][CH2:40][CH2:41][OH:42]>>[CH2:2]([CH2:3][O:4][c:5]1[c:6]([O:31][CH3:32])[cH:7][c:8]2[c:9]([O:15][c:16]3[c:17](-[c:24]4[n:25][c:26]([CH3:30])[cH:27][cH:28][cH:29]4)[n:18][c:19]([CH3:23])[c:20]([CH3:22])[cH:21]3)[cH:10][cH:11][n:12][c:13]2[cH:14]1)[NH:39][CH2:40][CH2:41][OH:42]. Starting materials: O=C1CCC(=O)N1Br, Cc1ccc2ocnc2c1, ClC(Cl)(Cl)Cl, CC(C)(C#N)N=NC(C)(C)C#N. The product is BrCc1ccc2ocnc2c1. Reaction SMILES: [Br:11][N:12]1[C:13](=[O:14])[CH2:15][CH2:16][C:17]1=[O:18].[CH3:1][c:2]1[cH:3][cH:4][c:5]2[c:6]([n:7][cH:8][o:9]2)[cH:10]1.[Cl:31][C:32]([Cl:33])([Cl:34])[Cl:35].[N:19]([C:20]([CH3:21])([CH3:22])[C:23]#[N:24])=[N:25][C:26]([CH3:27])([CH3:28])[C:29]#[N:30]>>[CH2:1]([c:2]1[cH:3][cH:4][c:5]2[c:6]([n:7][cH:8][o:9]2)[cH:10]1)[Br:11]. Reactants: N1=C(C=CC=C1)C(=O)OCC (ethyl pyridine-2-carboxylate), C(CC1=CC=CC=C1)N (phenethylamine). The solvent is C(C)O (ethanol). Yields the product C(CC1=CC=CC=C1)NC(=O)C1=NC=CC=C1 (pyridine-2-carboxylic acid phenethyl-amide). As a reaction SMILES: [N:1]1[CH:6]=[CH:5][CH:4]=[CH:3][C:2]=1[C:7]([O:9]CC)=O.[CH2:12]([NH2:20])[CH2:13][C:14]1[CH:19]=[CH:18][CH:17]=[CH:16][CH:15]=1>C(O)C>[CH2:12]([NH:20][C:7]([C:2]1[CH:3]=[CH:4][CH:5]=[CH:6][N:1]=1)=[O:9])[CH2:13][C:14]1[CH:19]=[CH:18][CH:17]=[CH:16][CH:15]=1. Procedure details: A mixture of 20 ml of ethyl pyridine-2-carboxylate and 27 ml of phenethylamine was stirred at 180° C. for 5 h., with the ethanol formed being distilled off over a 30 cm Vigreux column. Distillation of the residue yielded 30.9 g of pyridine-2-carboxylic acid phenethyl-amide as a yellowish oil, b.p. 150°-155° C./0.8 mbar. The reactants are ClC=1C(=C(C=O)C(=CC1)O)OC (3-Chloro-6-hydroxy-2-methoxybenzaldehyde), BrCCCCC(=O)OCC (ethyl 5-bromopentanoate), C([O-])([O-])=O.[K+].[K+] (potassium carbonate), [I-].[Na+] (sodium iodide). The solvent is C(C)O (ethanol). Run at time 17 hour. Yields the product ClC1=C(C(=C(OCCCCC(=O)OCC)C=C1)C=O)OC (ethyl 5-(4-chloro-2-formyl-3-methoxyphenoxy)pentanoate). Reaction SMILES: [Cl:1][C:2]1[C:3]([O:11][CH3:12])=[C:4]([C:7]([OH:10])=[CH:8][CH:9]=1)[CH:5]=[O:6].Br[CH2:14][CH2:15][CH2:16][CH2:17][C:18]([O:20][CH2:21][CH3:22])=[O:19].C(=O)([O-])[O-].[K+].[K+].[I-].[Na+]>C(O)C>[Cl:1][C:2]1[CH:9]=[CH:8][C:7]([O:10][CH2:14][CH2:15][CH2:16][CH2:17][C:18]([O:20][CH2:21][CH3:22])=[O:19])=[C:4]([CH:5]=[O:6])[C:3]=1[O:11][CH3:12] |f:2.3.4,5.6|. Procedure details: 3-Chloro-6-hydroxy-2-methoxybenzaldehyde (1.9 g, 0.0102 M), ethyl 5-bromopentanoate (2.13 g. 0.0102 M), anhydrous potassium carbonate (1.55 g), sodium iodide (56 mg), and 95% ethanol (25 ml) were refluxed with stirring (17 hr). The cooled reaction mixture was filtered and the solid washed well with ethanol. The filtrate was evaporated to dryness and the residue partitioned between ether and water. The organic layer was separated and washed with 2 N sodium hydroxide solution, water, dried (magnes... Starting materials: C1CCOC1, OC1CCOC1, CC(C)OC(=O)N=NC(=O)OC(C)C, COC(=O)c1ccc(O)c(OC)c1, c1ccc(P(c2ccccc2)c2ccccc2)cc1. The product is COC(=O)c1ccc(OC2CCOC2)c(OC)c1. RXN SMILES: [CH2:53]1[O:54][CH2:55][CH2:56][CH2:57]1.[O:1]1[CH2:2][CH:3]([OH:6])[CH2:4][CH2:5]1.[O:39]=[C:40]([O:41][CH:42]([CH3:43])[CH3:44])[N:45]=[N:46][C:47]([O:48][CH:49]([CH3:50])[CH3:51])=[O:52].[OH:7][c:8]1[c:9]([O:18][CH3:19])[cH:10][c:11]([C:12](=[O:13])[O:14][CH3:15])[cH:16][cH:17]1.[c:20]1([P:21]([c:22]2[cH:23][cH:24][cH:25][cH:26][cH:27]2)[c:28]2[cH:29][cH:30][cH:31][cH:32][cH:33]2)[cH:34][cH:35][cH:36][cH:37][cH:38]1>>[O:1]1[CH2:2][CH:3]([O:6][c:8]2[c:9]([O:18][CH3:19])[cH:10][c:11]([C:12](=[O:13])[O:14][CH3:15])[cH:16][cH:17]2)[CH2:4][CH2:5]1. Starting materials: Cl.CCOCC (HCl ether), ClC1=CC2=C(NC3=C2CNCC3)N=C1 (3-Chloro-6,7,8,9-tetrahydro-5H-dipyrido[2,3-b;3′,4′-d]pyrrole), CCN(C(C)C)C(C)C (DIEA), C(#N)C=1C=C(C(=O)Cl)C=CC1 (3-Cyanobenzoyl chloride). Solvent: C1CCOC1 (THF). Conditions: time 1 hour. Product: Cl.ClC1=CC2=C(NC3=C2CN(CC3)C(=O)C=3C=C(C#N)C=CC3)N=C1 (3-(3-Chloro-5,7,8,9-tetrahydro-dipyrido[2,3-b;3′,4′-d]pyrrole-6-carbonyl)-benzonitrile.Hydrochloride Salt). The yield is 55.8%. RXN SMILES: [Cl:1][C:2]1[CH:14]=[N:13][C:5]2[NH:6][C:7]3[CH2:12][CH2:11][NH:10][CH2:9][C:8]=3[C:4]=2[CH:3]=1.CCN(C(C)C)C(C)C.[C:24]([C:26]1[CH:27]=[C:28]([CH:32]=[CH:33][CH:34]=1)[C:29](Cl)=[O:30])#[N:25].Cl.CCOCC>C1COCC1>[ClH:1].[Cl:1][C:2]1[CH:14]=[N:13][C:5]2[NH:6][C:7]3[CH2:12][CH2:11][N:10]([C:29]([C:28]4[CH:27]=[C:26]([CH:34]=[CH:33][CH:32]=4)[C:24]#[N:25])=[O:30])[CH2:9][C:8]=3[C:4]=2[CH:3]=1 |f:3.4,6.7|. Procedure: 3-Chloro-6,7,8,9-tetrahydro-5H-dipyrido[2,3-b;3′,4′-d]pyrrole (50 mg, 0.24 mmol) and DIEA (0.05 mL, 0.29 mmol) were dissolved in THF (2 mL). 3-Cyanobenzoyl chloride (48 mg, 0.29 mmol) was added dropwise, and the reaction solution was allowed to stir at room temperature for 1 h. The crude reaction mixture was concentrated, and converted to the HCl salt by dissolving the crude material in MeOH (2 ml) and adding 1 M HCl/ether (2 equiv). The resulting solution was refrigerated overnight. The resulti...